The task is: describe an organic reaction: reactants, conditions, products, and yield. This data is from the Open Reaction Database (ORD), a public repository of structured organic reaction records. Starting materials: OC=1C=C(C#N)C=CC1I (3-hydroxy-4-iodobenzonitrile), C1(=CC=CC=C1)P(C1=CC=CC=C1)C1=CC=CC=C1 (triphenylphosphine), N,N,N′,N′-tetramethylazodicarboxyamide, C(C)(C)(C)OC(=O)N[C@H](CC(=O)OCC1=CC=CC=C1)CO (benzyl (3R)-3-t-butoxycarbonylamino-4-hydroxybutanoate). Solvent: C1(=CC=CC=C1)C (toluene). Run at time 8 hour. Product: C(C)(C)(C)OC(=O)N[C@H](CC(=O)OCC1=CC=CC=C1)COC1=C(C=CC(=C1)C#N)I (benzyl (3R)-3-t-butoxycarbonylamino-4-(5-cyano-2-iodophenoxy)butanoate). Reaction SMILES: [C:1]([O:5][C:6]([NH:8][C@@H:9]([CH2:21][OH:22])[CH2:10][C:11]([O:13][CH2:14][C:15]1[CH:20]=[CH:19][CH:18]=[CH:17][CH:16]=1)=[O:12])=[O:7])([CH3:4])([CH3:3])[CH3:2].O[C:24]1[CH:25]=[C:26]([CH:29]=[CH:30][C:31]=1[I:32])[C:27]#[N:28].C1(P(C2C=CC=CC=2)C2C=CC=CC=2)C=CC=CC=1>C1(C)C=CC=CC=1>[C:1]([O:5][C:6]([NH:8][C@@H:9]([CH2:21][O:22][C:24]1[CH:25]=[C:26]([C:27]#[N:28])[CH:29]=[CH:30][C:31]=1[I:32])[CH2:10][C:11]([O:13][CH2:14][C:15]1[CH:16]=[CH:17][CH:18]=[CH:19][CH:20]=1)=[O:12])=[O:7])([CH3:3])([CH3:4])[CH3:2]. Procedure: 10.16 g (32.8 mmol) of benzyl (3R)-3-t-butoxycarbonylamino-4-hydroxybutanoate was dissolved in 100 ml of toluene. 10.5 g (42.7 mmol) of 3-hydroxy-4-iodobenzonitrile, 11.2 g (42.7 mmol) of triphenylphosphine and 7.4 g (42.7 mmol) of N,N,N′,N′-tetramethylazodicarboxyamide were added to the solution under cooling with ice, and they were stirred at room temperature overnight. The solvent was distilled off, and the residue was purified by the silica gel column chromatography (volume ratio of hexane:e...